Dataset: the Open Reaction Database (ORD), a public repository of structured organic reaction records. Task: describe an organic reaction: reactants, conditions, products, and yield The reactants are CCOC(=O)C(Br)C(=O)OCC, COC(=O)c1ccc(N)cc1, c1ccccc1. Product: CCOC(=O)C(Nc1ccc(C(=O)OC)cc1)C(=O)OCC. Reaction SMILES: [Br:12][CH:13]([C:14](=[O:15])[O:16][CH2:17][CH3:18])[C:19](=[O:20])[O:21][CH2:22][CH3:23].[NH2:1][c:2]1[cH:3][cH:4][c:5]([C:6](=[O:7])[O:8][CH3:9])[cH:10][cH:11]1.[cH:24]1[cH:25][cH:26][cH:27][cH:28][cH:29]1>>[NH:1]([c:2]1[cH:3][cH:4][c:5]([C:6](=[O:7])[O:8][CH3:9])[cH:10][cH:11]1)[CH:13]([C:14](=[O:15])[O:16][CH2:17][CH3:18])[C:19](=[O:20])[O:21][CH2:22][CH3:23]. Reactants: Cl(=O)(=O)(=O)[O-].C(C1=CC=CC=C1)[N+]1=NC=C(C=C1Cl)N (1-benzyl-4-amino-6-chloropyridazinium perchlorate), C([O-])(O)=O.[Na+] (sodium bicarbonate). The product is Cl(=O)(=O)(=O)[O-].C(C1=CC=CC=C1)[N+]1=NC=C(C=C1)N (1-benzyl-4-aminopyridazinium perchlorate). The yield is 67.3%. Reaction SMILES: [Cl:1]([O-:5])(=[O:4])(=[O:3])=[O:2].[CH2:6]([N+:13]1[C:18](Cl)=[CH:17][C:16]([NH2:20])=[CH:15][N:14]=1)[C:7]1[CH:12]=[CH:11][CH:10]=[CH:9][CH:8]=1.C(=O)(O)[O-].[Na+]>>[Cl:1]([O-:5])(=[O:4])(=[O:3])=[O:2].[CH2:6]([N+:13]1[CH:18]=[CH:17][C:16]([NH2:20])=[CH:15][N:14]=1)[C:7]1[CH:8]=[CH:9][CH:10]=[CH:11][CH:12]=1 |f:0.1,2.3,4.5|. Procedure: The procedure of Example 4 is repeated but 13 parts of 1-benzyl-4-amino-6-chloropyridazinium perchlorate is used and 10 parts of sodium bicarbonate is used instead of triethylamine. 9.6 parts (67.3% of theory) of 1-benzyl-4-aminopyridazinium perchlorate is obtained from the filtrate from the reaction mixture; C11H12O4N3Cl, melting point 127° to 129° C after having been recrystallized from water.